This data is from the Open Reaction Database (ORD), a public repository of structured organic reaction records. The task is: describe an organic reaction: reactants, conditions, products, and yield The reactants are OC1=NC2=CC=CC(=C2CC1)OCC1CO1 (1-(3,4-dihydro-2-hydroxy-quinolin-5-yloxy)-2,3-epoxypropane), NCCC=1NC2=C(N1)C=CC(=C2)C=2C(CC(NN2)=O)C (6-[2-(2-aminoethyl)benzimidazol-5-yl]-4,5-dihydro-5-methyl-3(2H)-pyridazinone). Product: OC1=NC2=CC=CC(=C2CC1)OCC(CNCCC=1NC2=C(N1)C=CC(=C2)C=2C(CC(NN2)=O)C)O (6-[2-[2-[3-(3,4-Dihydro-2-hydroxy-quinolin-5-yloxy)-2-hydroxypropylamino]-ethyl]benzimidazol-5-yl]-4,5-dihydro-5-methyl-3(2H)-pyridazinone). As a reaction SMILES: [OH:1][C:2]1[CH2:11][CH2:10][C:9]2[C:4](=[CH:5][CH:6]=[CH:7][C:8]=2[O:12][CH2:13][CH:14]2[O:16][CH2:15]2)[N:3]=1.[NH2:17][CH2:18][CH2:19][C:20]1[NH:21][C:22]2[CH:28]=[C:27]([C:29]3[CH:30]([CH3:36])[CH2:31][C:32](=[O:35])[NH:33][N:34]=3)[CH:26]=[CH:25][C:23]=2[N:24]=1>>[OH:1][C:2]1[CH2:11][CH2:10][C:9]2[C:4](=[CH:5][CH:6]=[CH:7][C:8]=2[O:12][CH2:13][CH:14]([OH:16])[CH2:15][NH:17][CH2:18][CH2:19][C:20]2[NH:21][C:22]3[CH:28]=[C:27]([C:29]4[CH:30]([CH3:36])[CH2:31][C:32](=[O:35])[NH:33][N:34]=4)[CH:26]=[CH:25][C:23]=3[N:24]=2)[N:3]=1. Procedure details: Prepared analogously to Example 1 from 1-(3,4-dihydro-2-hydroxy-quinolin-5-yloxy)-2,3-epoxypropane and 6-[2-(2-aminoethyl)benzimidazol-5-yl]-4,5-dihydro-5-methyl-3(2H)-pyridazinone. The reactants are O=C(O)c1cc2ncc(Br)cn2n1, ClCCCl, CC1NCCc2ccc(F)cc21, CN(C)C=O, On1nnc2ccccc21. Yields the product CC1c2cc(F)ccc2CCN1C(=O)c1cc2ncc(Br)cn2n1. As a reaction SMILES: [Br:1][c:2]1[cH:3][n:4][c:5]2[n:6]([cH:7]1)[n:8][c:9]([C:11](=[O:12])[OH:13])[cH:10]2.[CH2:26]([Cl:27])[CH2:28][Cl:29].[F:14][c:15]1[cH:16][cH:17][c:18]2[c:23]([cH:24]1)[CH:22]([CH3:25])[NH:21][CH2:20][CH2:19]2.[O:40]=[CH:41][N:42]([CH3:43])[CH3:44].[OH:30][n:31]1[c:32]2[c:33]([cH:34][cH:35][cH:36][cH:37]2)[n:38][n:39]1>>[Br:1][c:2]1[cH:3][n:4][c:5]2[n:6]([cH:7]1)[n:8][c:9]([C:11](=[O:13])[N:21]1[CH2:20][CH2:19][c:18]3[cH:17][cH:16][c:15]([F:14])[cH:24][c:23]3[CH:22]1[CH3:25])[cH:10]2. Solvent: C(Cl)Cl (methylene chloride). Reaction conditions: temperature 10 celsius, time 3 hour. Product: BrC1=CC(=C(C=C1)NC(OCC)=O)F (ethyl N-(4-bromo-2-fluorophenyl)carbamate). Starting materials: ClC(=O)OCC (Ethyl chloroformate), BrC1=CC(=C(N)C=C1)F (4-bromo-2-fluoroaniline), N1=CC=CC=C1 (pyridine). Reaction SMILES: Cl[C:2]([O:4][CH2:5][CH3:6])=[O:3].[Br:7][C:8]1[CH:14]=[CH:13][C:11]([NH2:12])=[C:10]([F:15])[CH:9]=1.N1C=CC=CC=1>C(Cl)Cl>[Br:7][C:8]1[CH:14]=[CH:13][C:11]([NH:12][C:2](=[O:3])[O:4][CH2:5][CH3:6])=[C:10]([F:15])[CH:9]=1. Isolated yield 98.6%. Reported procedure: Ethyl chloroformate (15.91 g) was added dropwise to a solution of 4-bromo-2-fluoroaniline (25.33 g) and pyridine (21.06 g) in methylene chloride (260 ml) at 0° C., and the mixture was stirred at 10° C. for 3 hours. After the reaction, it was extracted with methylene chloride, then washed with diluted hydrochloric acid and an aqueous sodium hydrogencarbonate solution, and dried over anhydrous magnesium sulfate. Then, methylene chloride was distilled off, and the resulting crude crystals were crys... Starting materials: CC(Cl)Cl, S=C=Nc1ccccc1, NNC(=O)c1c[nH]c2ncccc12. Yields the product O=C(NNC(=S)Nc1ccccc1)c1c[nH]c2ncccc12. Reaction SMILES: [Cl:23][CH:24]([Cl:25])[CH3:26].[c:14]1([N:20]=[C:21]=[S:22])[cH:15][cH:16][cH:17][cH:18][cH:19]1.[nH:1]1[cH:2][c:3]([C:10](=[O:11])[NH:12][NH2:13])[c:4]2[c:5]1[n:6][cH:7][cH:8][cH:9]2>>[nH:1]1[cH:2][c:3]([C:10](=[O:11])[NH:12][NH:13][C:21]([NH:20][c:14]2[cH:15][cH:16][cH:17][cH:18][cH:19]2)=[S:22])[c:4]2[c:5]1[n:6][cH:7][cH:8][cH:9]2. The reactants are CCOC1CCC(N2CCC(Nc3cc(C)ccc3[N+](=O)[O-])CC2)CC1, CCO, NN, O. Yields the product CCOC1CCC(N2CCC(Nc3cc(C)ccc3N)CC2)CC1. Reaction SMILES: [CH2:1]([CH3:2])[O:3][CH:4]1[CH2:5][CH2:6][CH:7]([N:10]2[CH2:11][CH2:12][CH:13]([NH:16][c:17]3[c:18]([N+:24]([O-:25])=[O:26])[cH:19][cH:20][c:21]([CH3:23])[cH:22]3)[CH2:14][CH2:15]2)[CH2:8][CH2:9]1.[CH3:30][CH2:31][OH:32].[NH2:28][NH2:29].[OH2:27]>>[CH2:1]([CH3:2])[O:3][CH:4]1[CH2:5][CH2:6][CH:7]([N:10]2[CH2:11][CH2:12][CH:13]([NH:16][c:17]3[c:18]([NH2:24])[cH:19][cH:20][c:21]([CH3:23])[cH:22]3)[CH2:14][CH2:15]2)[CH2:8][CH2:9]1. Starting materials: C1(=CC=CC=C1)CC(=O)NC1[C@@H]2N(C(=C(CS2)C2CCOCC2)C(=S)OC(C2=CC=CC=C2)C2=CC=CC=C2)C1=O (Diphenylmethyl 7-phenylacetamido-3-(tetrahydropyran-4-yl)thio-3-cephem-4-carboxylate), [Cl-].[Na+] (sodium chloride), C(O)([O-])=O.[Na+] (sodium hydrogen carbonate), P(Cl)(Cl)(Cl)(Cl)Cl (phosphorus pentachloride), C(C)(C)OC(C)C (diisopropylether). Reaction SMILES: C1(CC([NH:10][CH:11]2[C:40](=[O:41])[N:13]3[C:14]([C:24]([O:26][CH:27]([C:34]4[CH:39]=[CH:38][CH:37]=[CH:36][CH:35]=4)[C:28]4[CH:33]=[CH:32][CH:31]=[CH:30][CH:29]=4)=[S:25])=[C:15]([CH:18]4[CH2:23][CH2:22][O:21][CH2:20][CH2:19]4)[CH2:16][S:17][C@H:12]23)=O)C=CC=CC=1.P(Cl)(Cl)(Cl)(Cl)[Cl:43].[Cl-].[Na+].C(=O)([O-])O.[Na+].C(OC(C)C)(C)C>ClCCl.CO.N1C=CC=CC=1>[NH2:10][CH:11]1[C:40](=[O:41])[N:13]2[C:14]([C:24]([O:26][CH:27]([C:34]3[CH:35]=[CH:36][CH:37]=[CH:38][CH:39]=3)[C:28]3[CH:29]=[CH:30][CH:31]=[CH:32][CH:33]=3)=[S:25])=[C:15]([CH:18]3[CH2:19][CH2:20][O:21][CH2:22][CH2:23]3)[CH2:16][S:17][C@H:12]12.[ClH:43] |f:2.3,4.5|. Product: NC1[C@@H]2N(C(=C(CS2)C2CCOCC2)C(=S)OC(C2=CC=CC=C2)C2=CC=CC=C2)C1=O (Diphenylmethyl 7-amino-3-(tetrahydropyran-4-yl)-thio-3-cephem-4-carboxylate), Cl (hydrochloride). Yield: 1215.4%. Solvent: CO (methanol), ClCCl (dichloromethane), N1=CC=CC=C1 (pyridine). Procedure details: Diphenylmethyl 7-phenylacetamido-3-(tetrahydropyran-4-yl)thio-3-cephem-4-carboxylate (1.28 g) was dissolved in dichloromethane (15 ml) and the solution was cooled to -20° C. To the solution, pyridine (0.52 ml) and phosphorus pentachloride (665 mg) were added and the resulting mixture was stirred under ice-cooling for 2 hours and then further cooled to -30° C. Anhydrous methanol (1.72 ml) was rapidly added to the cooled reaction solution while maintaining the temperature below 0° C. and the mixtu... Reaction conditions: temperature -20 celsius. The reactants are N1(N=CC=C1)C1=C(C(=O)N[C@@H]2[C@H](CCC2)NC2=NC=C(N=C2)C(F)(F)F)C=CC=C1 (2-(1H-Pyrazol-1-yl)-N-[(1S,2S)-2-{[5-(trifluoromethyl)pyrazin-2-yl]amino}cyclopentyl]benzamide), FC1=C(C(=O)O)C(=CC=C1)F (2,6-difluorobenzoic acid), Cl.FC(C=1N=CC(=NC1)N[C@@H]1[C@H](CCC1)N)(F)F ((1S,2S)-1-N-[5-(trifluoromethyl)pyrazin-2-yl]cyclopentane-1,2-diamine hydrochloride), Cl.FC(C=1N=CC(=NC1)N[C@@H]1[C@H](CCC1)N)(F)F ((1S,2S)-1-N-[5-(trifluoromethyl)pyrazin-2-yl]cyclopentane-1,2-diamine hydrochloride). The product is FC1=C(C(=O)N[C@@H]2[C@H](CCC2)NC2=NC=C(N=C2)C(F)(F)F)C(=CC=C1)F (2,6-Difluoro-N-[(1S,2S)-2-{[5-(trifluoromethyl)pyrazin-2-yl]amino}cyclopentyl]benzamide). RXN SMILES: N1(C2C=CC=CC=2C(N[C@H]2CCC[C@@H]2NC2C=NC(C(F)(F)F)=CN=2)=O)C=CC=N1.Cl.[F:32][C:33]([F:48])([F:47])[C:34]1[N:35]=[CH:36][C:37]([NH:40][C@H:41]2[CH2:45][CH2:44][CH2:43][C@@H:42]2[NH2:46])=[N:38][CH:39]=1.[F:49][C:50]1[CH:58]=[CH:57][CH:56]=[C:55]([F:59])[C:51]=1[C:52](O)=[O:53]>>[F:49][C:50]1[CH:58]=[CH:57][CH:56]=[C:55]([F:59])[C:51]=1[C:52]([NH:46][C@H:42]1[CH2:43][CH2:44][CH2:45][C@@H:41]1[NH:40][C:37]1[CH:36]=[N:35][C:34]([C:33]([F:32])([F:47])[F:48])=[CH:39][N:38]=1)=[O:53] |f:1.2|. Reported procedure: Prepared according to the procedure for 2-(1H-pyrazol-1-yl)-N-[(1S,2S)-2-{[5-(trifluoromethyl)pyrazin-2-yl]amino}cyclopentyl]benzamide (Example 31) from (1S,2S)-1-N-[5-(trifluoromethyl)pyrazin-2-yl]cyclopentane-1,2-diamine hydrochloride (Intermediate 14, 213 mg, 0.75 mmol) and 2,6-difluorobenzoic acid (CAS number 385-00-2; 131 mg, 0.83 mmol) to afford the title compound. Starting materials: CO, O=C(O)CCc1conc1-c1ccc(Cl)c(Cl)c1, O=S(=O)(O)O. Yields the product COC(=O)CCc1conc1-c1ccc(Cl)c(Cl)c1. Reaction SMILES: [CH3:24][OH:25].[Cl:1][c:2]1[cH:3][c:4](-[c:9]2[n:10][o:11][cH:12][c:13]2[CH2:14][CH2:15][C:16](=[O:17])[OH:18])[cH:5][cH:6][c:7]1[Cl:8].[S:19](=[O:20])(=[O:21])([OH:22])[OH:23]>>[Cl:1][c:2]1[cH:3][c:4](-[c:9]2[n:10][o:11][cH:12][c:13]2[CH2:14][CH2:15][C:16](=[O:17])[O:18][CH3:24])[cH:5][cH:6][c:7]1[Cl:8]. Starting materials: C1CN2CCN1CC2, COC(=O)OC, CN(C)C=O, CCOC(=O)CCCc1c[nH]c2c(-c3noc(-c4ccc(OC(C)C)c(Cl)c4)n3)cccc12. Yields the product CCOC(=O)CCCc1cn(C)c2c(-c3noc(-c4ccc(OC(C)C)c(Cl)c4)n3)cccc12. As a reaction SMILES: [CH2:40]1[N:41]2[CH2:42][CH2:43][N:44]([CH2:45][CH2:46]2)[CH2:47]1.[CH3:34][O:35][C:36]([O:37][CH3:38])=[O:39].[CH3:48][N:49]([CH3:50])[CH:51]=[O:52].[Cl:1][c:2]1[cH:3][c:4](-[c:12]2[n:13][c:14](-[c:17]3[cH:18][cH:19][cH:20][c:21]4[c:22]([CH2:26][CH2:27][CH2:28][C:29](=[O:30])[O:31][CH2:32][CH3:33])[cH:23][nH:24][c:25]34)[n:15][o:16]2)[cH:5][cH:6][c:7]1[O:8][CH:9]([CH3:10])[CH3:11]>>[Cl:1][c:2]1[cH:3][c:4](-[c:12]2[n:13][c:14](-[c:17]3[cH:18][cH:19][cH:20][c:21]4[c:22]([CH2:26][CH2:27][CH2:28][C:29](=[O:30])[O:31][CH2:32][CH3:33])[cH:23][n:24]([CH3:34])[c:25]34)[n:15][o:16]2)[cH:5][cH:6][c:7]1[O:8][CH:9]([CH3:10])[CH3:11]. Starting materials: BrC1=C(C=C(C=C1)N1C(C2=C(C1=O)CCCC2)=O)O (N-(4-bromo-3-hydroxyphenyl)-3,4,5,6-tetrahydrophthalimide), [I-].[K+] (potassium iodide), BrC(C(=O)OCC)CCC (ethyl α-bromovalerate), C([O-])([O-])=O.[K+].[K+] (potassium carbonate). Run in CC(=O)C (acetone). Run at time 3 hour. The product is BrC1=C(C=C(C=C1)N1C(C2=C(C1=O)CCCC2)=O)OC(CCC)C(=O)OCC (N-[4-bromo-3-(1-ethoxycarbonylbutyloxy)phenyl]-3,4,5,6-tetrahydrophthalimide). As a reaction SMILES: [Br:1][C:2]1[CH:7]=[CH:6][C:5]([N:8]2[C:12](=[O:13])[C:11]3[CH2:14][CH2:15][CH2:16][CH2:17][C:10]=3[C:9]2=[O:18])=[CH:4][C:3]=1[OH:19].Br[CH:21]([CH2:27][CH2:28][CH3:29])[C:22]([O:24][CH2:25][CH3:26])=[O:23].C(=O)([O-])[O-].[K+].[K+].[I-].[K+]>CC(C)=O>[Br:1][C:2]1[CH:7]=[CH:6][C:5]([N:8]2[C:9](=[O:18])[C:10]3[CH2:17][CH2:16][CH2:15][CH2:14][C:11]=3[C:12]2=[O:13])=[CH:4][C:3]=1[O:19][CH:21]([C:22]([O:24][CH2:25][CH3:26])=[O:23])[CH2:27][CH2:28][CH3:29] |f:2.3.4,5.6|. Procedure: A mixture of 15.0 g. of N-(4-bromo-3-hydroxyphenyl)-3,4,5,6-tetrahydrophthalimide, 12.0 g. of ethyl α-bromovalerate, 7.7 g. of potassium carbonate, 2.5 g. of potassium iodide and 50 ml. of acetone was refluxed with stirring for 3 hours and then, the reaction mixture was cooled to room temperature and the salt was separated by a filtration. The filtrate was concentrated under a reduced pressure and 2N-HCl was added to the residue to crystallize the product. The crystal was separated by a filtrati...